The task is: describe an organic reaction: reactants, conditions, products, and yield. This data is from the Open Reaction Database (ORD), a public repository of structured organic reaction records. Reaction conditions: time 1.5 hour. The solvent is O (H2O), CCOC(=O)C (EtOAc), O (H2O), C1=CC=CC=C1 (benzene), CC#N (CH3CN). Yield: 29.4%. Reported procedure: A benzene (10 mL) solution of tert-Butyl (2S)-2-(3-ethoxy-3-oxopropanoyl)-1-pyrrolidinecarboxylate (1.93 g, 6.77 mmol), 4-carboxybenzaldehyde (1.01 g, 6.77 mmol) and piperidine (0.335 mL, 3.39 mmol) was refluxed with azeotropic removal of H2O for 1.5 h and then cooled to ambient temperature and concentrated. The residue was redissolved in EtOAc and washed with 1×1 N HC1, 2× H2O, 1× brine and the organics dried (Na2SO4), filtered and concentrated to an amorphous brown solid. The Knoevenagel produ... The reagents and catalysts are C=1C=CC(=CC1)[P](C=2C=CC=CC2)(C=3C=CC=CC3)[Pd]([P](C=4C=CC=CC4)(C=5C=CC=CC5)C=6C=CC=CC6)([P](C=7C=CC=CC7)(C=8C=CC=CC8)C=9C=CC=CC9)[P](C=1C=CC=CC1)(C=1C=CC=CC1)C=1C=CC=CC1 (Pd(PPh3)4). Starting materials: N1CCOCC1 (morpholine), ceric ammonium nitrate, C(C)OC(CC(=O)[C@H]1N(CCC1)C(=O)OC(C)(C)C)=O (tert-Butyl (2S)-2-(3-ethoxy-3-oxopropanoyl)-1-pyrrolidinecarboxylate), C(=O)(O)C1=CC=C(C=O)C=C1 (4-carboxybenzaldehyde), N1CCCCC1 (piperidine), N1CC=CC=C1 (dihydropyridine), product, N\C(=C/C(=O)OCC=C)\CC1=CC=C(C=C1)F (allyl (2Z)-3-amino-4-(4-fluorophenyl)-2-butenoate). RXN SMILES: C(O[C:4](=O)[CH2:5][C:6]([C@@H:8]1[CH2:12][CH2:11][CH2:10][N:9]1[C:13]([O:15]C(C)(C)C)=O)=O)C.[C:21]([C:24]1[CH:31]=[CH:30][C:27](C=O)=[CH:26][CH:25]=1)([OH:23])=[O:22].N1CCCCC1.[NH2:38]/[C:39](/[CH2:47][C:48]1[CH:53]=[CH:52][C:51]([F:54])=[CH:50][CH:49]=1)=[CH:40]\C(OCC=C)=O.N1C=CC=CC1.N1CCOCC1>CC#N.C1C=CC([P]([Pd]([P](C2C=CC=CC=2)(C2C=CC=CC=2)C2C=CC=CC=2)([P](C2C=CC=CC=2)(C2C=CC=CC=2)C2C=CC=CC=2)[P](C2C=CC=CC=2)(C2C=CC=CC=2)C2C=CC=CC=2)(C2C=CC=CC=2)C2C=CC=CC=2)=CC=1.CCOC(C)=O.O.C1C=CC=CC=1>[F:54][C:51]1[CH:50]=[CH:49][C:48]([CH2:47][C:39]2[CH:40]=[C:4]([C:27]3[CH:26]=[CH:25][C:24]([C:21]([OH:23])=[O:22])=[CH:31][CH:30]=3)[C:5]3[C:13](=[O:15])[N:9]4[C@@H:8]([CH2:12][CH2:11][CH2:10]4)[C:6]=3[N:38]=2)=[CH:53][CH:52]=1 |^1:73,75,94,113|. The product is FC1=CC=C(CC=2C=C(C3=C([C@@H]4CCCN4C3=O)N2)C2=CC=C(C(=O)O)C=C2)C=C1 (4-[(9aS)-2-(4-fluorobenzyl)-5-oxo-7,8,9,9a-tetrahydro-5H-pyrido[2,3-a]pyrrolizin-4-yl]benzoic acid). The reactants are BrC1=CC=C2C(=CNC(C2=C1)=O)Cl (7-bromo-4-chloroisoquinolin-1(2H)-one), ClCC1=CC=C(C=C1)OC (1-(chloromethyl)-4-methoxybenzene), C([O-])([O-])=O.[Cs+].[Cs+] (cesium carbonate), CN(C)C=O (DMF). The solvent is O (water). Run at temperature 50 celsius, time 1 hour. Yields the product BrC1=CC=C2C(=CN(C(C2=C1)=O)CC1=CC=C(C=C1)OC)Cl (7-bromo-4-chloro-2-(4-methoxybenzyl)isoquinolin-1(2H)-one). The yield is 61.4%. As a reaction SMILES: [Br:1][C:2]1[CH:11]=[C:10]2[C:5]([C:6]([Cl:13])=[CH:7][NH:8][C:9]2=[O:12])=[CH:4][CH:3]=1.C(=O)([O-])[O-].[Cs+].[Cs+].CN(C=O)C.Cl[CH2:26][C:27]1[CH:32]=[CH:31][C:30]([O:33][CH3:34])=[CH:29][CH:28]=1>O>[Br:1][C:2]1[CH:11]=[C:10]2[C:5]([C:6]([Cl:13])=[CH:7][N:8]([CH2:26][C:27]3[CH:32]=[CH:31][C:30]([O:33][CH3:34])=[CH:29][CH:28]=3)[C:9]2=[O:12])=[CH:4][CH:3]=1 |f:1.2.3|. Reported procedure: To a screw cap pressure vessel, 7-bromo-4-chloroisoquinolin-1(2H)-one (Ark Chemicals, 2.50 g, 9.67 mmol) was added to a vial followed by cesium carbonate (6.30 g, 19.34 mmol) and DMF (9.67 mL). 1-(chloromethyl)-4-methoxybenzene (1.444 ml, 10.64 mmol) was added, the vial was capped and heated to 50° C. for 1 hours. The reaction was cooled to room temperature and water (20 mL) was added. The reaction was stirred for an additional 1 hour and filtered. The solid was collected and dried under a vacuu...